Dataset: the Open Reaction Database (ORD), a public repository of structured organic reaction records. Task: describe an organic reaction: reactants, conditions, products, and yield Starting materials: CCOC(=O)c1csc(C=Cc2cccc([N+](=O)[O-])c2)n1, CCO, [NH4+], [OH-], O, Cl[Sn]Cl. Product: CCOC(=O)c1csc(C=Cc2cccc(N)c2)n1. RXN SMILES: [CH2:1]([CH3:2])[O:3][C:4](=[O:5])[c:6]1[n:7][c:8]([CH:11]=[CH:12][c:13]2[cH:14][c:15]([N+:19]([O-:20])=[O:21])[cH:16][cH:17][cH:18]2)[s:9][cH:10]1.[CH3:28][CH2:29][OH:30].[NH4+:26].[OH-:27].[OH2:22].[Sn:23]([Cl:24])[Cl:25]>>[CH2:1]([CH3:2])[O:3][C:4](=[O:5])[c:6]1[n:7][c:8]([CH:11]=[CH:12][c:13]2[cH:14][c:15]([NH2:19])[cH:16][cH:17][cH:18]2)[s:9][cH:10]1.